This data is from the Open Reaction Database (ORD), a public repository of structured organic reaction records. The task is: describe an organic reaction: reactants, conditions, products, and yield Procedure details: 2-(1-Piperazinyl)quinoxaline is prepared from 2-chloroquinoxaline by reaction with piperazine in a manner similar to the preparation of 2-(1-piperazinyl)quinoxalines described in British Pat. No. 1,440,722, issued June 23, 1976 and assigned to Merck & Co. The preparation of 2-chloroquinoxaline is described at Gowenlock et al., J. Chem Soc. 1945: 622. Product: N1(CCNCC1)C1=NC2=CC=CC=C2N=C1 (2-(1-Piperazinyl)quinoxaline). The reactants are ClC1=NC2=CC=CC=C2N=C1 (2-chloroquinoxaline), ClC1=NC2=CC=CC=C2N=C1 (2-chloroquinoxaline), N1CCNCC1 (piperazine), 2-(1-piperazinyl)quinoxalines. As a reaction SMILES: Cl[C:2]1[CH:11]=[N:10][C:9]2[C:4](=[CH:5][CH:6]=[CH:7][CH:8]=2)[N:3]=1.[NH:12]1[CH2:17][CH2:16][NH:15][CH2:14][CH2:13]1>>[N:12]1([C:2]2[CH:11]=[N:10][C:9]3[C:4](=[CH:5][CH:6]=[CH:7][CH:8]=3)[N:3]=2)[CH2:17][CH2:16][NH:15][CH2:14][CH2:13]1. Reactants: Clc1cc(Cl)c2c(c1)CCN2, CCC(COC)n1cc(Cl)nc(Cl)c1=O. Yields the product CCC(COC)n1cc(Cl)nc(N2CCc3cc(Cl)cc(Cl)c32)c1=O. Reaction SMILES: [Cl:16][c:17]1[cH:18][c:19]2[c:23]([c:24]([Cl:26])[cH:25]1)[NH:22][CH2:21][CH2:20]2.[Cl:1][c:2]1[c:3](=[O:15])[n:4]([CH:9]([CH2:10][CH3:11])[CH2:12][O:13][CH3:14])[cH:5][c:6]([Cl:8])[n:7]1>>[c:2]1([N:22]2[CH2:21][CH2:20][c:19]3[cH:18][c:17]([Cl:16])[cH:25][c:24]([Cl:26])[c:23]32)[c:3](=[O:15])[n:4]([CH:9]([CH2:10][CH3:11])[CH2:12][O:13][CH3:14])[cH:5][c:6]([Cl:8])[n:7]1. The yield is 73.2%. Reaction SMILES: C1C=C[NH+]=CC=1.[O-][Cr](Cl)(=O)=O.[OH:12][CH2:13]/[CH:14]=[C:15](/[CH2:17][CH2:18]/[CH:19]=[C:20](/[CH2:22][CH2:23][CH:24]=[C:25]([CH3:27])[CH3:26])\[CH3:21])\[CH3:16]>ClCCl>[CH3:26][C:25]([CH3:27])=[CH:24][CH2:23][CH2:22]/[C:20](/[CH3:21])=[CH:19]/[CH2:18][CH2:17]/[C:15](/[CH3:16])=[CH:14]/[CH:13]=[O:12] |f:0.1|. Yields the product CC(=CCC/C(=C/CC/C(=C/C=O)/C)/C)C (Farnesal). Conditions: time 8 hour. Reactants: C=1C=C[NH+]=CC1.[O-][Cr](=O)(=O)Cl (PCC), OC\C=C(/C)\CC\C=C(/C)\CCC=C(C)C ((E,E)-farnesol). Solvent: ClCCl (dichloromethane). Procedure: To a stirred solution of 15 g of PCC in 250 mL of dichloromethane was added 10 g of (E,E)-farnesol (1). The reaction mixture was stirred at room temperature overnight and filtered through a 55-cm (height) by 5-cm (diameter) column of silica gel. The eluate was dried over MgSO4, and the solvent was removed by rotary evaporation to give a greenish-yellow oil. The crude farnesal was purified by column chromatography (silica gel/chloroform) to yield 7.25 g of product 2, predominantly the (E,E)-isome... The reactants are O=CCBr, CCCCCC(C)N, [Na+], [OH-], O. The product is CCCCCC(C)NCC=O. Reaction SMILES: [Br:1][CH2:2][CH:3]=[O:4].[CH3:5][CH:6]([CH2:7][CH2:8][CH2:9][CH2:10][CH3:11])[NH2:12].[Na+:14].[OH-:13].[OH2:15]>>[CH2:2]([CH:3]=[O:4])[NH:12][CH:6]([CH3:5])[CH2:7][CH2:8][CH2:9][CH2:10][CH3:11]. Starting materials: CC=1C=C(C=C(C1)C)N1CCNCC1 (1-(3,5-dimethylphenyl)piperazine), C1(=C(C=CC=C1)CN1CCN(CC1)C1=CC=CC=C1)C1=CC=CC=C1 (1-(biphenyl-2-ylmethyl)-4-phenylpiperazine), C=1(C(=CC=CC1)C=O)C1=CC=CC=C1 (biphenyl-2-carbaldehyde), [BH-](OC(=O)C)(OC(=O)C)OC(=O)C.[Na+] (NaBH(OAc)3). Product: C1(=C(C=CC=C1)CN1CCN(CC1)C1=CC(=CC(=C1)C)C)C1=CC=CC=C1 (1-(biphenyl-2-ylmethyl)-4-(3,5-dimethylphenyl)piperazine). RXN SMILES: [CH3:1][C:2]1[CH:3]=[C:4]([N:9]2[CH2:14][CH2:13][NH:12][CH2:11][CH2:10]2)[CH:5]=[C:6]([CH3:8])[CH:7]=1.[C:15]1([C:23]2[CH:28]=[CH:27][CH:26]=[CH:25][CH:24]=2)[C:16]([CH:21]=O)=[CH:17][CH:18]=[CH:19][CH:20]=1.[BH-](OC(C)=O)(OC(C)=O)OC(C)=O.[Na+].C1(C2C=CC=CC=2)C=CC=CC=1CN1CCN(C2C=CC=CC=2)CC1>>[C:15]1([C:23]2[CH:24]=[CH:25][CH:26]=[CH:27][CH:28]=2)[CH:20]=[CH:19][CH:18]=[CH:17][C:16]=1[CH2:21][N:12]1[CH2:11][CH2:10][N:9]([C:4]2[CH:3]=[C:2]([CH3:1])[CH:7]=[C:6]([CH3:8])[CH:5]=2)[CH2:14][CH2:13]1 |f:2.3|. Procedure: 58 mg of the target compound (0.16 mmol, 19.5%) was obtained using 1-(3,5-dimethylphenyl)piperazine (312 mg, 1.64 mmol), biphenyl-2-carbaldehyde (150 mg, 0.82 mmol) and NaBH(OAc)3 (529 mg, 2.46 mmol) according to the synthesis method of Compound 1. Starting materials: FC1=C(C(=O)OCC)C=C(C=C1)[N+](=O)[O-] (Ethyl 2-fluoro-5-nitrobenzoate). Reagents/catalysts: [Pd] (Pd-C). Solvent: C(C)O (ethanol). Conditions: time 7 hour. Product: NC=1C=CC(=C(C(=O)OCC)C1)F (ethyl 5-amino-2-fluorobenzoate). Yield: 101.6%. As a reaction SMILES: [F:1][C:2]1[CH:12]=[CH:11][C:10]([N+:13]([O-])=O)=[CH:9][C:3]=1[C:4]([O:6][CH2:7][CH3:8])=[O:5]>C(O)C.[Pd]>[NH2:13][C:10]1[CH:11]=[CH:12][C:2]([F:1])=[C:3]([CH:9]=1)[C:4]([O:6][CH2:7][CH3:8])=[O:5]. Procedure: Ethyl 2-fluoro-5-nitrobenzoate (0.63 g) was dissolved in ethanol (10 ml), and 10% Pd-C (0.064 g) was added to the solution. The mixture was subjected to catalytic reduction at room temperature for 7 hr. The reaction solution was filtered through Celite, and was washed with ethanol. The solvent was then removed by distillation under the reduced pressure to give 0.55 g (100%) of ethyl 5-amino-2-fluorobenzoate. Starting materials: C(C)(=O)N1[C@@H](CN(CC1)C=1N(C2=NC(=NC(=C2N1)N1CCOCC1)C=1C=NC(=NC1)N)CC(F)(F)F)C (5-{8-[(3R)-4-acetyl-3-methylpiperazin-1-yl]-6-morpholin-4-yl-9-(2,2,2-trifluoroethyl)-9H-purin-2-yl}pyrimidin-2-amine), O.C1(=CC=CC=C1)S(=O)(=O)O (benzenesulfonic acid mono hydrate). The solvent is C(C)O (ethanol). Conditions: time 15 hour. Yields the product C1(=CC=CC=C1)S(=O)(=O)O.C(C)(=O)N1[C@@H](CN(CC1)C=1N(C2=NC(=NC(=C2N1)N1CCOCC1)C=1C=NC(=NC1)N)CC(F)(F)F)C (5-{8-[(3R)-4-acetyl-3-methylpiperazin-1-yl]-6-morpholin-4-yl-9-(2,2,2-trifluoroethyl)-9H-purin-2-yl}pyrimidin-2-amine benzenesulfonate). Isolated yield 67.0%. Reaction SMILES: [C:1]([N:4]1[CH2:9][CH2:8][N:7]([C:10]2[N:11]([CH2:32][C:33]([F:36])([F:35])[F:34])[C:12]3[C:17]([N:18]=2)=[C:16]([N:19]2[CH2:24][CH2:23][O:22][CH2:21][CH2:20]2)[N:15]=[C:14]([C:25]2[CH:26]=[N:27][C:28]([NH2:31])=[N:29][CH:30]=2)[N:13]=3)[CH2:6][C@H:5]1[CH3:37])(=[O:3])[CH3:2].O.[C:39]1([S:45]([OH:48])(=[O:47])=[O:46])[CH:44]=[CH:43][CH:42]=[CH:41][CH:40]=1>C(O)C>[C:39]1([S:45]([OH:48])(=[O:47])=[O:46])[CH:44]=[CH:43][CH:42]=[CH:41][CH:40]=1.[C:1]([N:4]1[CH2:9][CH2:8][N:7]([C:10]2[N:11]([CH2:32][C:33]([F:36])([F:35])[F:34])[C:12]3[C:17]([N:18]=2)=[C:16]([N:19]2[CH2:20][CH2:21][O:22][CH2:23][CH2:24]2)[N:15]=[C:14]([C:25]2[CH:26]=[N:27][C:28]([NH2:31])=[N:29][CH:30]=2)[N:13]=3)[CH2:6][C@H:5]1[CH3:37])(=[O:3])[CH3:2] |f:1.2,4.5|. Procedure: To a suspension of 5-{8-[(3R)-4-acetyl-3-methylpiperazin-1-yl]-6-morpholin-4-yl-9-(2,2,2-trifluoroethyl)-9H-purin-2-yl}pyrimidin-2-amine (126 mg, 0.242 mmol) in 10% aqueous ethanol solution (5 ml) was added benzenesulfonic acid mono hydrate (46.8 mg, 0.266 mmol) at 50° C., and the mixture was allowed to be cooled down to room temperature, and stirred for 15 hr. The solid precipitated out was collected and dried to give 5-{8-[(3R)-4-acetyl-3-methylpiperazin-1-yl]-6-morpholin-4-yl-9-(2,2,2-trifluo... The reactants are CCO, COc1cc2c(cc1OC)CNCC2, CC(C)O, Clc1cc(Cl)ncn1, Cl, [Na+], [OH-], O. Product: COc1cc2c(cc1OC)CN(c1cc(Cl)ncn1)CC2. RXN SMILES: [CH3:26][CH2:27][OH:28].[CH3:4][O:5][c:6]1[cH:7][c:8]2[c:13]([cH:14][c:15]1[O:16][CH3:17])[CH2:12][NH:11][CH2:10][CH2:9]2.[CH:30]([OH:31])([CH3:32])[CH3:33].[Cl:18][c:19]1[n:20][cH:21][n:22][c:23]([Cl:25])[cH:24]1.[ClH:3].[Na+:2].[OH-:1].[OH2:29]>>[CH3:4][O:5][c:6]1[cH:7][c:8]2[c:13]([cH:14][c:15]1[O:16][CH3:17])[CH2:12][N:11]([c:23]1[n:22][cH:21][n:20][c:19]([Cl:18])[cH:24]1)[CH2:10][CH2:9]2. The reactants are FC1=C(C=C(C=C1)F)C(C=1C(=CC(=NC1)C(=O)O)C)SC=1C=NC(=CC1)C(F)(F)F (5-[(2,5-difluorophenyl)[[6-(trifluoromethyl)pyridin-3-yl]thio]methyl]-4-methylpyridine-2-carboxylic acid), Cl.CNC (dimethylamine hydrochloride), ON1N=NC2=C1C=CC=C2 (1-hydroxybenzotriazole), Cl.C(C)N=C=NCCCN(C)C (1-ethyl-3-(3-dimethylaminopropyl)carbodiimide hydrochloride). The solvent is C(Cl)Cl (methylene chloride). Reaction conditions: time 13 hour. Product: FC1=C(C=C(C=C1)F)C(C=1C(=CC(=NC1)C(=O)N(C)C)C)SC=1C=NC(=CC1)C(F)(F)F (5-[(2,5-Difluorophenyl)[[6-(trifluoromethyl)pyridin-3-yl]thio]methyl]-N,N,4-trimethylpyridine-2-carboxamide). Yield: 98.8%. Reaction SMILES: [F:1][C:2]1[CH:7]=[CH:6][C:5]([F:8])=[CH:4][C:3]=1[CH:9]([S:20][C:21]1[CH:22]=[N:23][C:24]([C:27]([F:30])([F:29])[F:28])=[CH:25][CH:26]=1)[C:10]1[C:11]([CH3:19])=[CH:12][C:13]([C:16]([OH:18])=O)=[N:14][CH:15]=1.Cl.[CH3:32][NH:33][CH3:34].ON1C2C=CC=CC=2N=N1.Cl.C(N=C=NCCCN(C)C)C>C(Cl)Cl>[F:1][C:2]1[CH:7]=[CH:6][C:5]([F:8])=[CH:4][C:3]=1[CH:9]([S:20][C:21]1[CH:22]=[N:23][C:24]([C:27]([F:28])([F:29])[F:30])=[CH:25][CH:26]=1)[C:10]1[C:11]([CH3:19])=[CH:12][C:13]([C:16]([N:33]([CH3:34])[CH3:32])=[O:18])=[N:14][CH:15]=1 |f:1.2,4.5|. Reported procedure: To a solution of 5-[(2,5-difluorophenyl)[[6-(trifluoromethyl)pyridin-3-yl]thio]methyl]-4-methylpyridine-2-carboxylic acid (352 mg, 0.80 mmol) in methylene chloride (10 ml), dimethylamine hydrochloride (73 mg, 0.88 mmol), 1-hydroxybenzotriazole (119 mg, 0.88 mmol) 4-methylmorpholine (0.194 ml, 1.76 mmol), and 1-ethyl-3-(3-dimethylaminopropyl)carbodiimide hydrochloride (169 mg, 0.88 mmol) were added at room temperature. After stirring for 13 hours at room temperature, the reaction mixture was wash... Reactants: CCO, Cl, NO, CCOC(=O)C(=O)c1ccc(Cc2nnn[nH]2)s1. Product: CCOC(=O)C(=NO)c1ccc(Cc2nnn[nH]2)s1. Reaction SMILES: [CH3:22][CH2:23][OH:24].[ClH:1].[NH2:2][OH:3].[nH:4]1[n:5][n:6][n:7][c:8]1[CH2:9][c:10]1[cH:11][cH:12][c:13]([C:15]([C:16](=[O:17])[O:18][CH2:19][CH3:20])=[O:21])[s:14]1>>[N:2]([OH:3])=[C:15]([c:13]1[cH:12][cH:11][c:10]([CH2:9][c:8]2[nH:4][n:5][n:6][n:7]2)[s:14]1)[C:16](=[O:17])[O:18][CH2:19][CH3:20].